This data is from the Open Reaction Database (ORD), a public repository of structured organic reaction records. The task is: describe an organic reaction: reactants, conditions, products, and yield Starting materials: COC1=C(C=C(C(=O)OCC2=CC=CC=C2)C=C1)NS(=O)(=O)C (benzyl 4-methoxy-3-(methylsulfonamido)benzoate), COC1=C(C=C(C(=O)OCC2=CC=CC=C2)C=C1)NS(=O)(=O)C (benzyl 4-methoxy-3-(methylsulfonamido)benzoate), ClCCN1CCOCC1 (4-(2-chloroethyl)morpholine), C(=O)([O-])[O-].[K+].[K+] (K2CO3). The solvent is CN(C)C=O (DMF). Conditions: temperature 80 celsius, time 3 hour. Yields the product COC1=C(C=C(C(=O)OCC2=CC=CC=C2)C=C1)N(S(=O)(=O)C)CCN1CCOCC1 (benzyl 4-methoxy-3-(N-(2-morpholinoethyl)methyl-sulfonamido)benzoate). Reaction SMILES: [CH3:1][O:2][C:3]1[CH:18]=[CH:17][C:6]([C:7]([O:9][CH2:10][C:11]2[CH:16]=[CH:15][CH:14]=[CH:13][CH:12]=2)=[O:8])=[CH:5][C:4]=1[NH:19][S:20]([CH3:23])(=[O:22])=[O:21].Cl[CH2:25][CH2:26][N:27]1[CH2:32][CH2:31][O:30][CH2:29][CH2:28]1.C([O-])([O-])=O.[K+].[K+]>CN(C=O)C>[CH3:1][O:2][C:3]1[CH:18]=[CH:17][C:6]([C:7]([O:9][CH2:10][C:11]2[CH:16]=[CH:15][CH:14]=[CH:13][CH:12]=2)=[O:8])=[CH:5][C:4]=1[N:19]([CH2:25][CH2:26][N:27]1[CH2:32][CH2:31][O:30][CH2:29][CH2:28]1)[S:20]([CH3:23])(=[O:22])=[O:21] |f:2.3.4|. Reported procedure: Benzyl 4-methoxy-3-(methylsulfonamido)benzoate (1.5 g, 4.47 mmol, Compound 144 may be prepared in analogous manner as described in Scheme 19, Step 1 and 2) was dissolved in DMF (10 ml), then 4-(2-chloroethyl)morpholine (6.69 g, 44.7 mmol) and K2CO3 (1.23 g, 8.94 mmol) were added, and the mixture was stirred at 80° C. for 3 hours. The reaction was quenched with water, and the product was extracted with EtOAc. The organic phase was washed with water (3×), then dried over Na2SO4 and evaporated unde... The reactants are [NH4+].[Cl-] (NH4Cl), N(=[N+]=[N-])C1C(CN(CC1)C(=O)OC(C)(C)C)=O ((±)-tert-butyl 4-azido-3-oxopiperidine-1-carboxylate), C1CCOC1 (THF), CCC([BH-](C(CC)C)C(CC)C)C.[Li+] (L-Selectride). Solvent: O (water). Reaction conditions: temperature -78 celsius, time 2 hour. The product is N(=[N+]=[N-])C1C(CN(CC1)C(=O)OC(C)(C)C)O ((±)-tert-butyl 4-azido-3-hydroxypiperidine-1-carboxylate). Reaction SMILES: [N:1]([CH:4]1[CH2:9][CH2:8][N:7]([C:10]([O:12][C:13]([CH3:16])([CH3:15])[CH3:14])=[O:11])[CH2:6][C:5]1=[O:17])=[N+:2]=[N-:3].C1COCC1.CCC(C)[BH-](C(C)CC)C(C)CC.[Li+].[NH4+].[Cl-]>O>[N:1]([CH:4]1[CH2:9][CH2:8][N:7]([C:10]([O:12][C:13]([CH3:15])([CH3:14])[CH3:16])=[O:11])[CH2:6][CH:5]1[OH:17])=[N+:2]=[N-:3] |f:2.3,4.5|. Procedure details: To a solution of Compound 201A prepared above in dry THF (2 mL) cooled at −78° C. was added L-Selectride (1.0 M in THF, 0.98 mL, 0.98 mmol). The mixture was stirred at −78° C. for 2.0 hrs. Saturated NH4Cl (2 mL) was added and the reaction mixture was allowed to warm to room temperature. The mixture was diluted with water and extracted with EtOAc (3×). The combined organic layers were washed once with brine and dried over anhydrous Na2SO4. Concentration in vacuo followed by flash chromatography (...